From a dataset of the Open Reaction Database (ORD), a public repository of structured organic reaction records. describe an organic reaction: reactants, conditions, products, and yield The reactants are COCCOC(=O)Cl, c1ccncc1, Nc1ncc(-c2cnn(C3CCNCC3)c2)cc1-c1nc2ncccc2o1. Yields the product COCCOC(=O)N1CCC(n2cc(-c3cnc(N)c(-c4nc5ncccc5o4)c3)cn2)CC1. As a reaction SMILES: [Cl:1][C:2](=[O:3])[O:4][CH2:5][CH2:6][O:7][CH3:8].[cH:36]1[cH:37][cH:38][n:39][cH:40][cH:41]1.[o:9]1[c:10](-[c:18]2[c:19]([NH2:35])[n:20][cH:21][c:22](-[c:24]3[cH:25][n:26][n:27]([CH:29]4[CH2:30][CH2:31][NH:32][CH2:33][CH2:34]4)[cH:28]3)[cH:23]2)[n:11][c:12]2[n:13][cH:14][cH:15][cH:16][c:17]12>>[C:2](=[O:3])([O:4][CH2:5][CH2:6][O:7][CH3:8])[N:32]1[CH2:31][CH2:30][CH:29]([n:27]2[n:26][cH:25][c:24](-[c:22]3[cH:21][n:20][c:19]([NH2:35])[c:18](-[c:10]4[o:9][c:17]5[c:12]([n:11]4)[n:13][cH:14][cH:15][cH:16]5)[cH:23]3)[cH:28]2)[CH2:34][CH2:33]1. The reactants are BrB(Br)Br, COc1cc2c3c4c(c(-c5ccccc5)cc3n(C)c2cc1OCCCN(C)C)C(=O)NC4=O. The product is CN(C)CCCOc1cc2c(cc1O)c1c3c(c(-c4ccccc4)cc1n2C)C(=O)NC3=O. As a reaction SMILES: [B:35]([Br:36])([Br:37])[Br:38].[CH3:1][N:2]([CH2:3][CH2:4][CH2:5][O:6][c:7]1[c:8]([O:32][CH3:33])[cH:9][c:10]2[c:11]3[c:12]4[c:13]([c:14](-[c:21]5[cH:22][cH:23][cH:24][cH:25][cH:26]5)[cH:15][c:16]3[n:17]([CH3:20])[c:18]2[cH:19]1)[C:27](=[O:31])[NH:28][C:29]4=[O:30])[CH3:34]>>[CH3:1][N:2]([CH2:3][CH2:4][CH2:5][O:6][c:7]1[c:8]([OH:32])[cH:9][c:10]2[c:11]3[c:12]4[c:13]([c:14](-[c:21]5[cH:22][cH:23][cH:24][cH:25][cH:26]5)[cH:15][c:16]3[n:17]([CH3:20])[c:18]2[cH:19]1)[C:27](=[O:31])[NH:28][C:29]4=[O:30])[CH3:34]. Reaction conditions: time 3 hour. Starting materials: ClC(=O)OC1=CC=C(C=C1)[N+](=O)[O-] (4-nitrophenyl chloroformate), N1CCOCC1 (morpholine), OC1C(C(C2(CO2)CC1)C1(OC1CC=C(C)C)C)OC (6-hydroxy-5-methoxy-4-[2-methyl-3-(3-methyl-2-butenyl)oxiranyl]-1-oxaspiro[2,5]octane), N1=CC=CC=C1 (pyridine). Yields the product COC1C(C2(CO2)CCC1OC(=O)OC1=CC=C(C=C1)[N+](=O)[O-])C1(OC1CC=C(C)C)C (5-methoxy-4-[2-methyl-3-(3-methyl-2-butenyl)oxiranyl]-6-(4-nitrophenoxycarbonyloxy)-1-oxaspiro[2,5]octane), COC1C(C2(CO2)CCC1OC(=O)N1CCOCC1)C1(OC1CC=C(C)C)C (5-methoxy-4-[2-methyl-3-(3-methyl-2-butenyl)oxiranyl]-6-morpholinocarbonyloxy-1-oxaspiro[2,5]octane). Procedure: To a mixture of 6-hydroxy-5-methoxy-4-[2-methyl-3-(3-methyl-2-butenyl)oxiranyl]-1-oxaspiro[2,5]octane (9.2 g) and pyridine (10.3 g) in dichloromethane (92 ml) was added portionwise 4-nitrophenyl chloroformate (13.1 g) at ambient temperature. After stirring for 3 hours, 5-methoxy-4-[2-methyl-3-(3-methyl-2-butenyl)oxiranyl]-6-(4-nitrophenoxycarbonyloxy)-1-oxaspiro[2,5]octane was prepared in the reaction mixture. To the mixture morpholine (28.4 g) was added in one portion. The solution was stirred ... Isolated yield 203.3%. RXN SMILES: [OH:1][CH:2]1[CH2:9][CH2:8][C:5]2([O:7][CH2:6]2)[CH:4]([C:10]2([CH3:18])[CH:12]([CH2:13][CH:14]=[C:15]([CH3:17])[CH3:16])[O:11]2)[CH:3]1[O:19][CH3:20].N1C=CC=CC=1.Cl[C:28]([O:30][C:31]1[CH:36]=[CH:35][C:34]([N+:37]([O-:39])=[O:38])=[CH:33][CH:32]=1)=[O:29].[NH:40]1[CH2:45][CH2:44][O:43][CH2:42][CH2:41]1>ClCCl.C(OCC)C>[CH3:20][O:19][CH:3]1[CH:2]([O:1][C:28]([O:30][C:31]2[CH:32]=[CH:33][C:34]([N+:37]([O-:39])=[O:38])=[CH:35][CH:36]=2)=[O:29])[CH2:9][CH2:8][C:5]2([O:7][CH2:6]2)[CH:4]1[C:10]1([CH3:18])[CH:12]([CH2:13][CH:14]=[C:15]([CH3:17])[CH3:16])[O:11]1.[CH3:20][O:19][CH:3]1[CH:2]([O:1][C:28]([N:40]2[CH2:45][CH2:44][O:43][CH2:42][CH2:41]2)=[O:29])[CH2:9][CH2:8][C:5]2([O:7][CH2:6]2)[CH:4]1[C:10]1([CH3:18])[CH:12]([CH2:13][CH:14]=[C:15]([CH3:17])[CH3:16])[O:11]1. The solvent is C(C)OCC (diethyl ether), ClCCl (dichloromethane). Starting materials: ClC1=CC(=NC2=CC=CC=C12)C1=CC=C(C=C1)Cl (4-chloro-2-(4-chloro-phenyl)-quinoline), NCC(CN)O (1,3-diamino-2-propanol). Yields the product NCC(CNC1=CC(=NC2=CC=CC=C12)C1=CC=C(C=C1)Cl)O ((RS)-1-Amino-3-[[2-(4-chlorophenyl)-4-quinolinyl]amino]-2-propanol). As a reaction SMILES: Cl[C:2]1[C:11]2[C:6](=[CH:7][CH:8]=[CH:9][CH:10]=2)[N:5]=[C:4]([C:12]2[CH:17]=[CH:16][C:15]([Cl:18])=[CH:14][CH:13]=2)[CH:3]=1.[NH2:19][CH2:20][CH:21]([OH:24])[CH2:22][NH2:23]>>[NH2:19][CH2:20][CH:21]([OH:24])[CH2:22][NH:23][C:2]1[C:11]2[C:6](=[CH:7][CH:8]=[CH:9][CH:10]=2)[N:5]=[C:4]([C:12]2[CH:17]=[CH:16][C:15]([Cl:18])=[CH:14][CH:13]=2)[CH:3]=1. Procedure details: The title compound, m.p. 283-287° C. and MS: m/e=328.2 (M+H+), was prepared from 4-chloro-2-(4-chloro-phenyl)-quinoline and 1,3-diamino-2-propanol. Reactants: CCCC[N+](CCCC)(CCCC)CCCC.[F-] (TBAF), CC(=O)O (HOAc), CCCC[N+](CCCC)(CCCC)CCCC.[F-] (TBAF), C(C)(C)(C)[SiH2]OC(C1=CN=CN1C1C(CN(C2=CC=CC=C12)C(CC1=CC=CC=C1)=O)(C)C)(C1=CC=CC=C1)C1=CC=CC=C1 (1-{4-[5-(tert-butyl-diphenyl-silanyloxymethyl)-imidazol-1-yl]-3,3-dimethyl-3,4-dihydro-2H-quinolin-1-yl}-2-phenyl-ethanone), C(=O)(O)[O-].[Na+] (NaHCO3). Run in C1CCOC1 (THF). Yields the product OCC1=CN=CN1C1C(CN(C2=CC=CC=C12)C(CC1=CC=CC=C1)=O)(C)C (1-[4-(5-Hydroxymethyl-imidazol-1-yl)-3,3-dimethyl-3,4-dihydro-2H-quinolin-1-yl]-2-phenyl-ethanone). As a reaction SMILES: CC(O)=O.CCCC[N+](CCCC)(CCCC)CCCC.[F-].C([SiH2][O:28][C:29](C1C=CC=CC=1)(C1C=CC=CC=1)[C:30]1[N:34]([CH:35]2[C:44]3[C:39](=[CH:40][CH:41]=[CH:42][CH:43]=3)[N:38]([C:45](=[O:53])[CH2:46][C:47]3[CH:52]=[CH:51][CH:50]=[CH:49][CH:48]=3)[CH2:37][C:36]2([CH3:55])[CH3:54])[CH:33]=[N:32][CH:31]=1)(C)(C)C.C([O-])(O)=O.[Na+]>C1COCC1>[OH:28][CH2:29][C:30]1[N:34]([CH:35]2[C:44]3[C:39](=[CH:40][CH:41]=[CH:42][CH:43]=3)[N:38]([C:45](=[O:53])[CH2:46][C:47]3[CH:52]=[CH:51][CH:50]=[CH:49][CH:48]=3)[CH2:37][C:36]2([CH3:55])[CH3:54])[CH:33]=[N:32][CH:31]=1 |f:1.2,4.5|. Reported procedure: HOAc (0.05 mL, 0.88 mmol) and TBAF (0.3 mL, 0.37 mmol) are added to a solution of 1-{4-[5-(tert-butyl-diphenyl-silanyloxymethyl)-imidazol-1-yl]-3,3-dimethyl-3,4-dihydro-2H-quinolin-1-yl}-2-phenyl-ethanone (115 mg) in THF (6 mL) at room temperature. The mixture is stirred at room temperature. In the next 4 h, TBAF (0.3 mL×2) are added and the mixture is stirred at room temperature for overnight. The reaction is adjusted by sat. NaHCO3 to basic and extracted into ethyl acetate and washed with brin... Starting materials: C([O-])([O-])=O.[Ca+2] (calcium carbonate), C1(=CC=C(C=C1)S(=O)(=O)O)C (p-toluenesulphonic acid), C1(=CC=C(C=C1)S(=O)(=O)O)C (p-toluenesulphonic acid), C([O-])([O-])=O.[Ca+2] (calcium carbonate). Product: C1(=CC=C(C=C1)S(=O)(=O)[O-])C.[Ca+2].C1(=CC=C(C=C1)S(=O)(=O)[O-])C (calcium p-toluenesulphonate). RXN SMILES: C(=O)([O-])[O-].[Ca+2:5].[C:6]1([CH3:16])[CH:11]=[CH:10][C:9]([S:12]([OH:15])(=[O:14])=[O:13])=[CH:8][CH:7]=1>>[C:6]1([CH3:16])[CH:7]=[CH:8][C:9]([S:12]([O-:15])(=[O:13])=[O:14])=[CH:10][CH:11]=1.[Ca+2:5].[C:6]1([CH3:16])[CH:7]=[CH:8][C:9]([S:12]([O-:15])(=[O:13])=[O:14])=[CH:10][CH:11]=1 |f:0.1,3.4.5|. Procedure: 240 ml of 0.01M p-toluenesulphonic acid was slowly added to 60 g of calcium carbonate (Polcarb 60S - English China Clay) and stirred for 1 hour so that only the surface of the calcium carbonate particles reacted with the p-toluenesulphonic acid and formed an insoluble coating of calcium p-toluenesulphonate. The solution was filtered at suction and 50 g of the solid was transferred to a 0.4M aniline solution (740 ml) and the solution was stirred for a further 1.5 hours after which p-toluenesulpho... Starting materials: BrC=1C=C(C=CC1)C(C)(O)C1=CC(=CC=C1)OC (1-(3-bromo-phenyl)-1-(3-methoxy-phenyl)-ethanol), C1(=CC=C(C=C1)S(=O)(=O)O)C (para-toluenesulfonic acid). The solvent is C1(=CC=CC=C1)C (toluene). Yields the product BrC1=CC(=CC=C1)C(=C)C1=CC(=CC=C1)OC (1-Bromo-3-(1-(3-methoxy-phenyl)-vinyl)-benzene). RXN SMILES: [Br:1][C:2]1[CH:3]=[C:4]([C:8]([C:11]2[CH:16]=[CH:15][CH:14]=[C:13]([O:17][CH3:18])[CH:12]=2)(O)[CH3:9])[CH:5]=[CH:6][CH:7]=1.C1(C)C=CC(S(O)(=O)=O)=CC=1>C1(C)C=CC=CC=1>[Br:1][C:2]1[CH:7]=[CH:6][CH:5]=[C:4]([C:8]([C:11]2[CH:16]=[CH:15][CH:14]=[C:13]([O:17][CH3:18])[CH:12]=2)=[CH2:9])[CH:3]=1. Reported procedure: A solution of 1-(3-bromo-phenyl)-1-(3-methoxy-phenyl)-ethanol (31 g, ca. 100 mmol) in toluene (250 mL) was heated at reflux with para-toluenesulfonic acid (200 mg) in a Dean-Stark apparatus for 4 h. After TLC indicated complete conversion of starting material, the solution was left to cool, evaporated under reduced pressure and purified by flash chromatography (100 g silica gel, gradient cyclohexane 100% to 4% ethyl acetate in cyclohexane, eluant ca. 1 L, Rf 0.25 with 4% ethyl acetate in cyclohe... The reactants are ClC1=NS(C2=C(N1)C=C(S2)Cl)(=O)=O (3,6-dichloro-4H-thieno[3,2-e]-1,2,4-thiadiazine 1,1-dioxide), N[C@@H](CO)C ((R)-(-)-2-amino-1-propanol). The solvent is O (water). The product is ClC1=CC=2NC(=NS(C2S1)(=O)=O)N[C@@H](CO)C ((R)-6-Chloro-3-(2-hydroxy-1-methylethyl)amino-4H-thieno[3,2-e]-1,2,4-thiadiazine 1,1-dioxide). As a reaction SMILES: Cl[C:2]1[NH:7][C:6]2[CH:8]=[C:9]([Cl:11])[S:10][C:5]=2[S:4](=[O:13])(=[O:12])[N:3]=1.[NH2:14][C@H:15]([CH3:18])[CH2:16][OH:17]>O>[Cl:11][C:9]1[S:10][C:5]2[S:4](=[O:13])(=[O:12])[N:3]=[C:2]([NH:14][C@H:15]([CH3:18])[CH2:16][OH:17])[NH:7][C:6]=2[CH:8]=1. Procedure details: The title compound was prepared from 3,6-dichloro-4H-thieno[3,2-e]-1,2,4-thiadiazine 1,1-dioxide and (R)-(-)-2-amino-1-propanol by a procedure analogous to the procedure described in example 1Bb; mp 203°-204° C. (water), 1H-NMR (DMSO-d6): δ 1.11 (d, 3H), 3.4 (d, 2H), 3.78 (m, 1H), 4.95 (br. s, 1H), 7.05 (br. s, 1H), 7.09 (s, 1H), 10.8 (br. s, 1H). The reactants are C(CCCCCCC)OC=1C=NC(=NC1)C1=CC=C(C=C1)O (4-(5-octyloxypyrimidin-2-yl)phenol), C(CCCCCCC)C1OC2=C(O1)C=CC(=C2)CO ((2-octylbenzo[1,3]dioxol-5-yl)methanol). Product: C(CCCCCCC)OC=1C=NC(=NC1)C1=CC=C(C=C1)OCC1=CC2=C(OC(O2)CCCCCCCC)C=C1 (5-Octyloxy-2-[4-(2-octylbenzo[1,3]dioxol-5-ylmethoxy)-phenyl]pyrimidine). Reaction SMILES: [CH2:1]([O:9][C:10]1[CH:11]=[N:12][C:13]([C:16]2[CH:21]=[CH:20][C:19]([OH:22])=[CH:18][CH:17]=2)=[N:14][CH:15]=1)[CH2:2][CH2:3][CH2:4][CH2:5][CH2:6][CH2:7][CH3:8].[CH2:23]([CH:31]1[O:35][C:34]2[CH:36]=[CH:37][C:38]([CH2:40]O)=[CH:39][C:33]=2[O:32]1)[CH2:24][CH2:25][CH2:26][CH2:27][CH2:28][CH2:29][CH3:30]>>[CH2:1]([O:9][C:10]1[CH:15]=[N:14][C:13]([C:16]2[CH:17]=[CH:18][C:19]([O:22][CH2:40][C:38]3[CH:37]=[CH:36][C:34]4[O:35][CH:31]([CH2:23][CH2:24][CH2:25][CH2:26][CH2:27][CH2:28][CH2:29][CH3:30])[O:32][C:33]=4[CH:39]=3)=[CH:20][CH:21]=2)=[N:12][CH:11]=1)[CH2:2][CH2:3][CH2:4][CH2:5][CH2:6][CH2:7][CH3:8]. Procedure: By Mitsunobu etherification of 4-(5-octyloxypyrimidin-2-yl)phenol using (2-octylbenzo[1,3]dioxol-5-yl)methanol.